Dataset: the Open Reaction Database (ORD), a public repository of structured organic reaction records. Task: describe an organic reaction: reactants, conditions, products, and yield Reactants: [Cl-].[NH4+] (ammonium chloride), C(C)(=O)OCC (ethyl acetate), C1(CCCC1)OC=1C=C(C=CC1OC)/C=C/C(=O)OC (methyl 3-(3-cyclopentoxy-4-methoxyphenyl)-E-propenoate), solution, [H-].C(C(C)C)[Al+]CC(C)C (diisobutylaluminum hydride). Run in CCCCCC (hexane), C(Cl)Cl (methylene chloride), C1(=CC=CC=C1)C (toluene). Conditions: time 30 minute. The product is C1(CCCC1)OC=1C=C(C=CC1OC)CC=CO (3-(3-Cyclopentoxy-4-methoxyphenyl)propenyl alcohol). Reaction SMILES: [CH:1]1([O:6][C:7]2[CH:8]=[C:9](/[CH:15]=[CH:16]/[C:17](OC)=[O:18])[CH:10]=[CH:11][C:12]=2[O:13][CH3:14])[CH2:5][CH2:4][CH2:3][CH2:2]1.[H-].C([Al+]CC(C)C)C(C)C.[Cl-].[NH4+].C(OCC)(=O)C>C(Cl)Cl.C1(C)C=CC=CC=1.CCCCCC>[CH:1]1([O:6][C:7]2[CH:8]=[C:9]([CH2:15][CH:16]=[CH:17][OH:18])[CH:10]=[CH:11][C:12]=2[O:13][CH3:14])[CH2:2][CH2:3][CH2:4][CH2:5]1 |f:1.2,3.4|. Procedure details: To a stirred solution of 0.50 g (1.81 mmol) of methyl 3-(3-cyclopentoxy-4-methoxyphenyl)-E-propenoate in 70 mL of dry methylene chloride under a nitrogen atmosphere was added dropwise 3.0 mL (3.0 mmol) of a 1.0M solution of diisobutylaluminum hydride in toluene over a 10 minute period at room temperature. The mixture was stirred for 30 minutes at the end of which time the solution was slowly poured over a stirring solution of 30 mL of saturated ammonium chloride. The resulting solution was stirr... Starting materials: CCCc1c(CNC)ccc2ccccc12, CNCc1ccc(C)c2ccccc12, CN1CC(=O)Nc2ncc(C=CC(=O)O)cc2C1, Cl, Cl, O=C(O)C=Cc1cnc2c(c1)CCC(=O)N2. Yields the product Cc1ccc(CN(C)C(=O)C=Cc2cnc3c(c2)CCC(=O)N3)c2ccccc12. Reaction SMILES: [CH3:15][NH:16][CH2:17][c:18]1[cH:19][cH:20][c:21]2[c:22]([cH:23][cH:24][cH:25][cH:26]2)[c:27]1[CH2:28][CH2:29][CH3:30].[CH3:1][NH:2][CH2:3][c:4]1[cH:5][cH:6][c:7]([CH3:14])[c:8]2[cH:9][cH:10][cH:11][cH:12][c:13]12.[CH3:49][N:50]1[CH2:51][c:52]2[cH:53][c:54]([CH:55]=[CH:56][C:57]([OH:58])=[O:59])[cH:60][n:61][c:62]2[NH:63][C:64](=[O:65])[CH2:66]1.[ClH:31].[ClH:48].[O:32]=[C:33]1[CH2:34][CH2:35][c:36]2[cH:37][c:38]([CH:43]=[CH:44][C:45](=[O:46])[OH:47])[cH:39][n:40][c:41]2[NH:42]1>>[CH3:1][N:2]([CH2:3][c:4]1[cH:5][cH:6][c:7]([CH3:14])[c:8]2[cH:9][cH:10][cH:11][cH:12][c:13]12)[C:45]([CH:44]=[CH:43][c:38]1[cH:37][c:36]2[c:41]([n:40][cH:39]1)[NH:42][C:33](=[O:32])[CH2:34][CH2:35]2)=[O:46]. The reactants are COC=1C=C(C=CC1OC)[Mg]Br ((3,4-Dimethoxyphenyl)magnesium bromide), C(C1=CN=CC=C1)=O (nicotinaldehyde). Solvent: C1CCOC1 (THF). Run at temperature 0 celsius, time 30 minute. Product: COC=1C=C(C=CC1OC)C(O)C=1C=NC=CC1 ((3,4-Dimethoxyphenyl)(pyridin-3-yl)methanol). Reaction SMILES: [CH3:1][O:2][C:3]1[CH:4]=[C:5]([Mg]Br)[CH:6]=[CH:7][C:8]=1[O:9][CH3:10].[CH:13](=[O:20])[C:14]1[CH:19]=[CH:18][CH:17]=[N:16][CH:15]=1>C1COCC1>[CH3:1][O:2][C:3]1[CH:4]=[C:5]([CH:13]([C:14]2[CH:15]=[N:16][CH:17]=[CH:18][CH:19]=2)[OH:20])[CH:6]=[CH:7][C:8]=1[O:9][CH3:10]. Procedure details: (3,4-Dimethoxyphenyl)magnesium bromide (0.5 M in THF, 9.5 mL, 4.75 mmol) was added dropwise by syringe to a solution of nicotinaldehyde (0.88 mL, 9.37 mmol) in dry THF (20 mL) at 0° C. The reaction mixture was stirred for 30 minutes at 0° C., then quenched with saturated aqueous ammonium chloride solution. The mixture was partitioned between water and ethyl acetate. The separated aqueous phase was further extracted with ethyl acetate. The organic phase was dried (Na2SO4), filtered, and concentra... Starting materials: C(#N)C1=CC=C(C=C1)O (4-cyanophenol), O (water), C([O-])([O-])=O.[K+].[K+] (potassium carbonate), ClC(=C)CCl (2,3-dichloropropene). The solvent is CN(C=O)C (dimethylformamide). Conditions: time 3 hour. The product is ClC(COC1=CC=C(C#N)C=C1)=C (4-(2-chloro-2-propeneoxy)benzonitrile). The yield is 93.5%. Reaction SMILES: [C:1]([C:3]1[CH:8]=[CH:7][C:6]([OH:9])=[CH:5][CH:4]=1)#[N:2].C(=O)([O-])[O-].[K+].[K+].[Cl:16][C:17]([CH2:19]Cl)=[CH2:18].O>CN(C)C=O>[Cl:16][C:17](=[CH2:18])[CH2:19][O:9][C:6]1[CH:7]=[CH:8][C:3]([C:1]#[N:2])=[CH:4][CH:5]=1 |f:1.2.3|. Procedure details: 10.0 g of 4-cyanophenol and 11.6 g of potassium carbonate were suspended in 100 ml of dimethylformamide, and 9.4 g of 2,3-dichloropropene was added dropwise. The reaction solution was stirred at 80 oC for 3 hours, allowed to cool, and poured into 200 ml of water, followed by extraction with ethyl acetate. The organic layer was washed with a saturated aqueous solution of sodium chloride and dried. Ethyl acetate was evaporated under reduced pressure. The resulting oily product was purified by colu... Starting materials: CC1CC(=CC(C1)=O)B1OC(C(O1)(C)C)(C)C (5-methyl-3-(4,4,5,5-tetramethyl-1,3,2-dioxaborolan-2-yl)cyclohex-2-enone), ClC1=C(C=NC=C1)[N+](=O)[O-] (4-chloro-3-nitropyridine), O (H2O). Reagents/catalysts: C=1C=CC(=CC1)[P](C=2C=CC=CC2)(C=3C=CC=CC3)[Pd]([P](C=4C=CC=CC4)(C=5C=CC=CC5)C=6C=CC=CC6)([P](C=7C=CC=CC7)(C=8C=CC=CC8)C=9C=CC=CC9)[P](C=1C=CC=CC1)(C=1C=CC=CC1)C=1C=CC=CC1 (Pd(PPh3)4). Run in O1CCOCC1 (dioxane), C(=O)([O-])[O-].[Na+].[Na+] (Na2CO3), CCOC(=O)C (EtOAc). Conditions: temperature 120 celsius, time 10 minute. The product is CC1CC(=CC(C1)=O)C1=C(C=NC=C1)[N+](=O)[O-] (5-methyl-3-(3-nitropyridin-4-yl)cyclohex-2-enone). As a reaction SMILES: [CH3:1][CH:2]1[CH2:7][C:6](=[O:8])[CH:5]=[C:4](B2OC(C)(C)C(C)(C)O2)[CH2:3]1.Cl[C:19]1[CH:24]=[CH:23][N:22]=[CH:21][C:20]=1[N+:25]([O-:27])=[O:26].O>O1CCOCC1.C([O-])([O-])=O.[Na+].[Na+].CCOC(C)=O.C1C=CC([P]([Pd]([P](C2C=CC=CC=2)(C2C=CC=CC=2)C2C=CC=CC=2)([P](C2C=CC=CC=2)(C2C=CC=CC=2)C2C=CC=CC=2)[P](C2C=CC=CC=2)(C2C=CC=CC=2)C2C=CC=CC=2)(C2C=CC=CC=2)C2C=CC=CC=2)=CC=1>[CH3:1][CH:2]1[CH2:7][C:6](=[O:8])[CH:5]=[C:4]([C:19]2[CH:24]=[CH:23][N:22]=[CH:21][C:20]=2[N+:25]([O-:27])=[O:26])[CH2:3]1 |f:4.5.6,^1:50,52,71,90|. Procedure: To a solution of 5-methyl-3-(4,4,5,5-tetramethyl-1,3,2-dioxaborolan-2-yl)cyclohex-2-enone (1.0 equiv.) in degassed dioxane and 2M Na2CO3 was added 4-chloro-3-nitropyridine (1.2 equiv.) and Pd(PPh3)4 (0.05 equiv.). The reaction was heated in an oil bath to 120° C. for 2 h. (reaction can also be carried out in the microwave for 10 min at 120° C.). Cooled to room temperature, then diluted with EtOAc, added H2O—dark solution, lots of emulsions. Filtered to get rid of the solids, then extracted the o... The reactants are [Al+3], C1CCOC1, COc1ccc(C(=O)Nc2ccccc2Nc2ccccc2)cc1, [H-], [H-], [H-], [H-], [Li+]. The product is COc1ccc(CNc2ccccc2Nc2ccccc2)cc1. As a reaction SMILES: [Al+3:2].[CH2:31]1[O:32][CH2:33][CH2:34][CH2:35]1.[CH3:7][O:8][c:9]1[cH:10][cH:11][c:12]([C:13](=[O:14])[NH:15][c:16]2[c:17]([NH:22][c:23]3[cH:24][cH:25][cH:26][cH:27][cH:28]3)[cH:18][cH:19][cH:20][cH:21]2)[cH:29][cH:30]1.[H-:1].[H-:4].[H-:5].[H-:6].[Li+:3]>>[CH3:7][O:8][c:9]1[cH:10][cH:11][c:12]([CH2:13][NH:15][c:16]2[c:17]([NH:22][c:23]3[cH:24][cH:25][cH:26][cH:27][cH:28]3)[cH:18][cH:19][cH:20][cH:21]2)[cH:29][cH:30]1. Starting materials: C(C=CC)CP(=O)Cl (crotylmethylphosphinic acid chloride), [O-]C#N.[Na+] (sodium cyanate). The solvent is C(C)#N (acetonitrile). Run at time 4.5 hour. Yields the product C(C=CC)CP(=O)N=C=O (crotylmethylphosphinic acid isocyanate). Yield: 70.3%. RXN SMILES: [CH2:1]([CH2:5][PH:6](Cl)=[O:7])[CH:2]=[CH:3][CH3:4].[O-:9][C:10]#[N:11].[Na+]>C(#N)C>[CH2:1]([CH2:5][PH:6]([N:11]=[C:10]=[O:9])=[O:7])[CH:2]=[CH:3][CH3:4] |f:1.2|. Procedure details: 170 g (1.1 mol) of crotylmethylphosphinic acid chloride were dissolved in 300 ml of acetonitrile and heated with 73 g (1.1 mol) of sodium cyanate to 55° C. while stirring. After 4.5 hours, the precipitate was filtered off by suction and washed with acetonitrile, the filtrate was concentrated, and the residue distilled at a temperature of 76°-78° C. and at a pressure of 27 Pa. 123 g of crotylmethylphosphinic acid isocyanate (70% of theory) were obtained. The reactants are CC1=NC(=NC=C1C)C1=CC=C(C=C1)C(F)(F)F (4,5-dimethyl-2-(4-trifluoromethylphenyl)pyrimidine), BrBr (bromine). The solvent is C(C)(=O)O (acetic acid). Conditions: temperature 80 celsius. Yields the product BrCC1=NC(=NC=C1C)C1=CC=C(C=C1)C(F)(F)F (4-bromomethyl-5-methyl-2-(4-trifluoromethylphenyl)pyrimidine). Yield: 95.9%. RXN SMILES: [CH3:1][C:2]1[C:7]([CH3:8])=[CH:6][N:5]=[C:4]([C:9]2[CH:14]=[CH:13][C:12]([C:15]([F:18])([F:17])[F:16])=[CH:11][CH:10]=2)[N:3]=1.[Br:19]Br>C(O)(=O)C>[Br:19][CH2:1][C:2]1[C:7]([CH3:8])=[CH:6][N:5]=[C:4]([C:9]2[CH:14]=[CH:13][C:12]([C:15]([F:18])([F:17])[F:16])=[CH:11][CH:10]=2)[N:3]=1. Reported procedure: The title compound of Step B (2.0 g, 8 mmol) was dissolved in 10 mL of acetic acid and treated with bromine (0.4 mL, 8 mmol). The mixture was heated at 80° C. until the orange color was discharged (1 h). The mixture was evaporated under reduced pressure, diluted with 50 mL of ether and washed twice with 50 mL of sodium bicarbonate and then 50 mL of brine. The organic layer was dried over magnesium sulfate and concentrated under reduced pressure to yield 2.54 g of the title compound of Step C as ... Starting materials: C(\C=C\C)(=O)OC (methyl crotonate), C(=O)C1=CC=C(S1)C(=O)OC(C)(C)C (tert-butyl 5-formyl-2-thiophenecarboxylate), S(=O)(=O)(O)[O-].[K+] (potassium hydrogen sulfate), [K] (potassium). Solvent: C(C)(C)(C)O.C(C)OCC (tert-butanol diethyl ether), C(C)(C)(C)O (tert-butanol), C(C)OCC (diethyl ether). RXN SMILES: [K].[C:2]([O:7][CH3:8])(=[O:6])/[CH:3]=[CH:4]/[CH3:5].[CH:9]([C:11]1[S:15][C:14]([C:16]([O:18][C:19]([CH3:22])([CH3:21])[CH3:20])=[O:17])=[CH:13][CH:12]=1)=O.S([O-])(O)(=O)=O.[K+]>C(O)(C)(C)C.C(OCC)C.C(OCC)C.C(O)(C)(C)C>[C:19]([O:18][C:16]([C:14]1[S:15][C:11]([CH2:9][CH2:5][CH2:4][CH2:3][C:2]([O:7][CH3:8])=[O:6])=[CH:12][CH:13]=1)=[O:17])([CH3:22])([CH3:21])[CH3:20] |f:3.4,5.6,^1:0|. Reaction conditions: temperature 20 celsius, time 2 hour. Reported procedure: In an atmosphere of argon gas, potassium (25 g) was added to dried tert-butanol (820 ml) and refluxed for 3 hrs to give a solution. To the solution cooled to 20° C. was added diethyl ether (300 ml) and then slowly added a solution of methyl crotonate (63.93 g) and tert-butyl 5-formyl-2-thiophenecarboxylate (73.1 g) in tert-butanol/diethyl ether (2:1, 300 ml) keeping an inner temperature to 10° C. The mixture was stirred for 2 hrs at the same temperature and adjusted to pH 4 by adding 1N-potassiu... Product: C(C)(C)(C)OC(=O)C1=CC=C(S1)CCCCC(=O)OC (methyl 5-[5-(tert-butoxycarbonyl) thiophen-2-yl]pentanoate). The yield is 59.7%. Starting materials: ClC=1C=2CC3=C(C(N(C3)[C@H](C(=O)O)CC3CCCCC3)=O)OC2C=CC1 ((S)-2-(8-chloro-3-oxo-3,9-dihydro-1H-chromeno[2,3-c]pyrrol-2-yl)-3-cyclohexyl-propionic acid), C(C(=O)Cl)(=O)Cl (oxalyl chloride), N,N′-diisopropylethyl amine, ClC=1C=CC(=NC1)N (5-chloro-pyridin-2-ylamine). Run in C(Cl)Cl (methylene chloride), O (water). Reaction conditions: temperature 25 celsius, time 2 hour. The product is ClC=1C=CC(=NC1)NC([C@H](CC(C)C)N1C(C2=C(C1)CC=1C(=CC=CC1O2)Cl)=O)=O ((S)-2-(8-chloro-3-oxo-3,9-dihydro-1H-chromeno[2,3-c]pyrrol-2-yl)-4-methyl-pentanoic acid (5-chloro-pyridin-2-yl)-amide). Yield: 30.4%. RXN SMILES: [Cl:1][C:2]1[C:3]2[CH2:4][C:5]3[CH2:9][N:8]([C@@H:10]([CH2:14][CH:15]4[CH2:20]CCC[CH2:16]4)[C:11](O)=[O:12])[C:7](=[O:21])[C:6]=3[O:22][C:23]=2[CH:24]=[CH:25][CH:26]=1.C(Cl)(=O)C(Cl)=O.[Cl:33][C:34]1[CH:35]=[CH:36][C:37]([NH2:40])=[N:38][CH:39]=1>C(Cl)Cl.O>[Cl:33][C:34]1[CH:35]=[CH:36][C:37]([NH:40][C:11](=[O:12])[C@@H:10]([N:8]2[CH2:9][C:5]3[CH2:4][C:3]4[C:2]([Cl:1])=[CH:26][CH:25]=[CH:24][C:23]=4[O:22][C:6]=3[C:7]2=[O:21])[CH2:14][CH:15]([CH3:16])[CH3:20])=[N:38][CH:39]=1. Procedure details: A solution of (S)-2-(8-chloro-3-oxo-3,9-dihydro-1H-chromeno[2,3-c]pyrrol-2-yl)-3-cyclohexyl-propionic acid (200 mg, 2.1 mmol) (from Example 3, Step 1c), in methylene chloride (10 mL) was treated with oxalyl chloride (0.12 mL, 1.07 mmol) at 0° C. The mixture was warmed to 25° C. and stirred for additional 2 hours. Then, the reaction mixture was cooled to 0° C., and N,N′-diisopropylethyl amine (0.61 mL, 3.57 mmol) and commercially available 5-chloro-pyridin-2-ylamine (137 mg, 1.07 mmol), were adde...